This data is from the Open Reaction Database (ORD), a public repository of structured organic reaction records. The task is: describe an organic reaction: reactants, conditions, products, and yield As a reaction SMILES: Br[CH2:2][C:3]1[CH:8]=[CH:7][CH:6]=[CH:5][C:4]=1[C:9]1[CH:14]=[CH:13][CH:12]=[CH:11][CH:10]=1.[CH3:15][O:16][P:17]([O:20]C)[O:18][CH3:19]>C1(C)C=CC=CC=1>[CH3:15][O:16][P:17]([CH2:2][C:3]1[CH:8]=[CH:7][CH:6]=[CH:5][C:4]=1[C:9]1[CH:14]=[CH:13][CH:12]=[CH:11][CH:10]=1)(=[O:20])[O:18][CH3:19]. Reactants: COP(OC)OC (trimethylphosphite), BrCC1=C(C=CC=C1)C1=CC=CC=C1 (2-(bromomethyl)biphenyl), COP(OC)OC (trimethylphosphite). Yields the product COP(OC)(=O)CC1=C(C=CC=C1)C1=CC=CC=C1 (([1,1'-Biphenyl]-2-ylmethyl)phosphonic acid dimethyl ester). Run in C1(=CC=CC=C1)C (Toluene), C1(=CC=CC=C1)C (toluene). Reported procedure: A solution of 2-(bromomethyl)biphenyl (4.94 g, 0.020M) and trimethylphosphite (5.0 mL, 5.26 g, 0.042M) in toluene (25 mL) is heated at reflux temperature for 24 hours Toluene and excess trimethylphosphite are removed under reduced pressure and the oily residue is chromatographed over silica gel (195 g, 40-63 μm, EtOAc, 50 mL fractions) using EtOAc to elute the column. The title compound (5.35 g, 0.0194M, 97%) is obtained in fractions 10-19 and is a colorless viscous oil. The yield is 96.9%. Reactants: C(C)(C)(C)OC(=O)N1CCC2=C(N(N=C2CC1)C1=CC=CC=C1)OS(=O)(=O)C(F)(F)F (2-phenyl-3-trifluoromethanesulfonyloxy-4,5,7,8-tetrahydro-2H-1,2,6-triaza-azulene-6-carboxylic acid tert-butyl ester), ClC1=CC=C(C=C1)B(O)O (4-chlorophenylboronic acid). Yields the product ClC1=CC=C(C=C1)C=1N(N=C2CCNCCC12)C1=CC=CC=C1 (3-(4-Chloro-phenyl)-2-phenyl-2,4,5,6,7,8-hexahydro-1,2,6-triaza-azulene). Yield: 8.1%. RXN SMILES: C(OC([N:8]1[CH2:17][CH2:16][C:15]2[C:11](=[C:12](OS(C(F)(F)F)(=O)=O)[N:13]([C:18]3[CH:23]=[CH:22][CH:21]=[CH:20][CH:19]=3)[N:14]=2)[CH2:10][CH2:9]1)=O)(C)(C)C.[Cl:32][C:33]1[CH:38]=[CH:37][C:36](B(O)O)=[CH:35][CH:34]=1>>[Cl:32][C:33]1[CH:38]=[CH:37][C:36]([C:12]2[N:13]([C:18]3[CH:19]=[CH:20][CH:21]=[CH:22][CH:23]=3)[N:14]=[C:15]3[C:11]=2[CH2:10][CH2:9][NH:8][CH2:17][CH2:16]3)=[CH:35][CH:34]=1. Procedure: The title compound (9.3 mg) was prepared from 164.0 mg of 2-phenyl-3-trifluoromethanesulfonyloxy-4,5,7,8-tetrahydro-2H-1,2,6-triaza-azulene-6-carboxylic acid tert-butyl ester (Example 176, Step B) and 63.8 mg of 4-chlorophenylboronic acid as in Example 196. MS (ESI): exact mass calculated for C19H18ClN3, 323.12. found, m/z 324.1 [M+H]+. 1H NMR (500 MHz, CDCl3): 7.33-7.25 (m, 4H), 7.23-7.16 (m, 3H), 7.09-7.06 (m, 2H), 3.10-3.07 (m, 2H), 3.03-3.00 (m, 2H), 2.99-2.96 (m, 2H), 2.66-2.63 (m, 2H). Starting materials: C(C)OC(C(CCCC1=CC=CC=C1)(CCCC1=CC=CC=C1)S(=O)(=O)C1=CC=C(C=C1)OC)=O (2-(4-methoxy-benzenesulfonyl)-5-phenyl-2-(3-phenyl-propyl)-pentanoic acid ethyl ester). Run in CO (methanol), [OH-].[Na+] (NaOH). Product: COC1=CC=C(C=C1)S(=O)(=O)C(C(=O)O)(CCCC1=CC=CC=C1)CCCC1=CC=CC=C1 (2-(4-Methoxy-benzenesulfonyl)-5-phenyl-2-(3-phenyl-propyl)-pentanoic acid). RXN SMILES: C([O:3][C:4](=[O:35])[C:5]([S:24]([C:27]1[CH:32]=[CH:31][C:30]([O:33][CH3:34])=[CH:29][CH:28]=1)(=[O:26])=[O:25])([CH2:15][CH2:16][CH2:17][C:18]1[CH:23]=[CH:22][CH:21]=[CH:20][CH:19]=1)[CH2:6][CH2:7][CH2:8][C:9]1[CH:14]=[CH:13][CH:12]=[CH:11][CH:10]=1)C>CO.[OH-].[Na+]>[CH3:34][O:33][C:30]1[CH:29]=[CH:28][C:27]([S:24]([C:5]([CH2:6][CH2:7][CH2:8][C:9]2[CH:10]=[CH:11][CH:12]=[CH:13][CH:14]=2)([CH2:15][CH2:16][CH2:17][C:18]2[CH:19]=[CH:20][CH:21]=[CH:22][CH:23]=2)[C:4]([OH:35])=[O:3])(=[O:25])=[O:26])=[CH:32][CH:31]=1 |f:2.3|. Procedure: 2-(4-Methoxy-benzenesulfonyl)-5-phenyl-2-(3-phenyl-propyl)-pentanoic acid was prepared starting from 2-(4-methoxy-benzenesulfonyl)-5-phenyl-2-(3-phenyl-propyl)-pentanoic acid ethyl ester (2.0 g, 4 mmol) dissolved in methanol (50 ml) and 10 N NaOH (30 ml). The resulting reaction mixture was worked up as outlined in Example 9. Yield 1.18 g, 63%. Waxy solid; MS: 449.2 (M+H—H2O)+. Starting materials: COc1cc2c(c3c1OC(C)(C)C3)C(c1ccccc1)=NC(CO)C2, CS(=O)(=O)Cl, O, c1ccncc1. Product: COc1cc2c(c3c1OC(C)(C)C3)C(c1ccccc1)=NC(COS(C)(=O)=O)C2. RXN SMILES: [CH3:1][O:2][c:3]1[cH:4][c:5]2[c:10]([c:11]3[c:12]1[O:13][C:14]([CH3:16])([CH3:17])[CH2:15]3)[C:9]([c:18]1[cH:19][cH:20][cH:21][cH:22][cH:23]1)=[N:8][CH:7]([CH2:24][OH:25])[CH2:6]2.[CH3:26][S:27]([Cl:28])(=[O:29])=[O:30].[OH2:31].[cH:32]1[cH:33][cH:34][n:35][cH:36][cH:37]1>>[CH3:1][O:2][c:3]1[cH:4][c:5]2[c:10]([c:11]3[c:12]1[O:13][C:14]([CH3:16])([CH3:17])[CH2:15]3)[C:9]([c:18]1[cH:19][cH:20][cH:21][cH:22][cH:23]1)=[N:8][CH:7]([CH2:24][O:25][S:27]([CH3:26])(=[O:29])=[O:30])[CH2:6]2.